This data is from the Open Reaction Database (ORD), a public repository of structured organic reaction records. The task is: describe an organic reaction: reactants, conditions, products, and yield The reactants are CN(c1cc(OCCCS(C)(=O)=O)cc2cc(C(=O)NCC(CN3CCSCC3)SCc3ccccc3)[nH]c12)S(=O)(=O)c1ccccn1, CCOC(C)=O, ClCCl, O=S(=O)(OS(=O)(=O)C(F)(F)F)C(F)(F)F, O=P(c1ccccc1)(c1ccccc1)c1ccccc1, CSc1ccccc1. Product: CN(c1cc(OCCCS(C)(=O)=O)cc2cc(C3=NCC(CN4CCSCC4)S3)[nH]c12)S(=O)(=O)c1ccccn1. Reaction SMILES: [CH2:36]([c:38]1[cH:39][cH:40][cH:41][cH:42][cH:48]1)[S:43][CH:44]([CH2:45][NH:46][C:47](=[O:37])[c:49]1[nH:50][c:51]2[c:52]([N:66]([S:67](=[O:68])(=[O:69])[c:70]3[n:71][cH:72][cH:73][cH:74][cH:75]3)[CH3:76])[cH:53][c:54]([O:58][CH2:59][CH2:60][CH2:61][S:62](=[O:63])(=[O:64])[CH3:65])[cH:55][c:56]2[cH:57]1)[CH2:77][N:78]1[CH2:79][CH2:80][S:81][CH2:82][CH2:83]1.[CH3:95][CH2:96][O:97][C:98](=[O:99])[CH3:100].[Cl:92][CH2:93][Cl:94].[F:21][C:22]([S:23]([O:24][S:25]([C:26]([F:27])([F:28])[F:29])(=[O:30])=[O:31])(=[O:32])=[O:33])([F:34])[F:35].[c:1]1([P:2](=[O:3])([c:4]2[cH:5][cH:6][cH:7][cH:8][cH:9]2)[c:10]2[cH:11][cH:12][cH:13][cH:14][cH:15]2)[cH:16][cH:17][cH:18][cH:19][cH:20]1.[c:84]1([S:85][CH3:86])[cH:87][cH:88][cH:89][cH:90][cH:91]1>>[S:43]1[CH:44]([CH2:77][N:78]2[CH2:79][CH2:80][S:81][CH2:82][CH2:83]2)[CH2:45][N:46]=[C:47]1[c:49]1[nH:50][c:51]2[c:52]([N:66]([S:67](=[O:68])(=[O:69])[c:70]3[n:71][cH:72][cH:73][cH:74][cH:75]3)[CH3:76])[cH:53][c:54]([O:58][CH2:59][CH2:60][CH2:61][S:62](=[O:63])(=[O:64])[CH3:65])[cH:55][c:56]2[cH:57]1. The reactants are C1CCOC1, CCN=C=NCCCN(C)C, Cc1c(NC(C(=O)O)C(C)O)ccc(C#N)c1Cl, Cl, NNC(=O)c1cccc(F)c1, Oc1cccc2[nH]nnc12. Yields the product Cc1c(NC(C(=O)NNC(=O)c2cccc(F)c2)C(C)O)ccc(C#N)c1Cl. RXN SMILES: [CH2:52]1[O:53][CH2:54][CH2:55][CH2:56]1.[CH3:41][N:42]([CH3:43])[CH2:44][CH2:45][CH2:46][N:47]=[C:48]=[N:49][CH2:50][CH3:51].[Cl:1][c:2]1[c:3]([CH3:18])[c:4]([NH:10][CH:11]([C:12](=[O:13])[OH:14])[CH:15]([CH3:16])[OH:17])[cH:5][cH:6][c:7]1[C:8]#[N:9].[ClH:40].[F:19][c:20]1[cH:21][c:22]([C:23](=[O:24])[NH:25][NH2:26])[cH:27][cH:28][cH:29]1.[OH:30][c:31]1[c:32]2[n:33][n:34][nH:35][c:36]2[cH:37][cH:38][cH:39]1>>[Cl:1][c:2]1[c:3]([CH3:18])[c:4]([NH:10][CH:11]([C:12](=[O:14])[NH:26][NH:25][C:23]([c:22]2[cH:21][c:20]([F:19])[cH:29][cH:28][cH:27]2)=[O:24])[CH:15]([CH3:16])[OH:17])[cH:5][cH:6][c:7]1[C:8]#[N:9]. The reactants are C(C1=CC=CC=C1)(=O)NC(=S)NC1=C(C=CC(=C1)N(C)CCOC)OC (1-benzoyl-3-{2-methoxy-5-[(2-methoxy-ethyl)-methyl-amino]-phenyl}-thiourea), BrBr (bromine). Run in C(Cl)(Cl)Cl (chloroform). Product: COC1=CC=C(C2=C1N=C(S2)NC(C2=CC=CC=C2)=O)N(C)CCOC (N-{4-methoxy-7-[(2-methoxy-ethyl)-methyl-amino]-benzothiazol-2-yl}-benzamide). Yield: 28.1%. Reaction SMILES: [C:1]([NH:9][C:10]([NH:12][C:13]1[CH:18]=[C:17]([N:19]([CH2:21][CH2:22][O:23][CH3:24])[CH3:20])[CH:16]=[CH:15][C:14]=1[O:25][CH3:26])=[S:11])(=[O:8])[C:2]1[CH:7]=[CH:6][CH:5]=[CH:4][CH:3]=1.BrBr>C(Cl)(Cl)Cl>[CH3:26][O:25][C:14]1[C:13]2[N:12]=[C:10]([NH:9][C:1](=[O:8])[C:2]3[CH:7]=[CH:6][CH:5]=[CH:4][CH:3]=3)[S:11][C:18]=2[C:17]([N:19]([CH2:21][CH2:22][O:23][CH3:24])[CH3:20])=[CH:16][CH:15]=1. Reported procedure: To a stirred solution of 430 mg (1.15 mmol) 1-benzoyl-3-{2-methoxy-5-[(2-methoxy-ethyl)-methyl-amino]-phenyl}-thiourea in 8 ml chloroform was added dropwise 0.059 ml (1.15 mmol) bromine and the reaction mixture heated at reflux for 18 hours. The mixture was then cooled to room temperature, poured slowly onto water and extracted three times with ethyl acetate. The combined organic phases were dried over sodium sulfate and concentrated in vacuo. Flash chromatography (1/4 ethyl acetate/hexane) affo... Reactants: CC(=O)O, CO, CCOC(C)=O, O=C1OCCC1c1ccc(F)cc1, NN, N. The product is NNC(=O)C(CCO)c1ccc(F)cc1. Reaction SMILES: [CH3:1][C:2](=[O:3])[OH:4].[CH3:21][OH:22].[CH3:23][CH2:24][O:25][C:26](=[O:27])[CH3:28].[F:5][c:6]1[cH:7][cH:8][c:9]([CH:12]2[C:13](=[O:17])[O:14][CH2:15][CH2:16]2)[cH:10][cH:11]1.[NH2:18][NH2:19].[NH3:20]>>[F:5][c:6]1[cH:7][cH:8][c:9]([CH:12]([C:13](=[O:17])[NH:18][NH2:19])[CH2:16][CH2:15][OH:14])[cH:10][cH:11]1. Reactants: C1(=CC=CC=C1)C=1C=NC(=CC1)C(=O)O (3-phenyl-6-carboxypyridine), [H-].[Al+3].[Li+].[H-].[H-].[H-] (lithium aluminum hydride). The solvent is O1CCCC1 (tetrahydrofuran), O1CCCC1 (tetrahydrofuran). Run at time 6 hour. The product is C1(=CC=CC=C1)C=1C=NC(=CC1)CO (3-Phenyl-6-hydroxymethylpyridine). As a reaction SMILES: [C:1]1([C:7]2[CH:8]=[N:9][C:10]([C:13](O)=[O:14])=[CH:11][CH:12]=2)[CH:6]=[CH:5][CH:4]=[CH:3][CH:2]=1.[H-].[Al+3].[Li+].[H-].[H-].[H-]>O1CCCC1>[C:1]1([C:7]2[CH:8]=[N:9][C:10]([CH2:13][OH:14])=[CH:11][CH:12]=2)[CH:2]=[CH:3][CH:4]=[CH:5][CH:6]=1 |f:1.2.3.4.5.6|. Reported procedure: To a solution of 3-phenyl-6-carboxypyridine (1.05 g, 5.27 mmol) in tetrahydrofuran (25 mL) at 0° C. was added 1.0M lithium aluminum hydride in tetrahydrofuran (10.0 mL, 10.0 mmol) over 10 minutes. The reaction was allowed to stir at ambient temperature for 6 hours, cooled to 0° C., and quenched by dropwise addition of water (0.50 mL), 4N aq. NaOH (0.50 mL), and water (1.5 mL). The reaction was filtered through a pad of Celite and the filtrate evaporated in vacuo. The residue was chromatographed ... The reactants are CO, NC(=O)Cn1ccc2c([N+](=O)[O-])cccc2c1=O, [Pd]. Yields the product NC(=O)Cn1ccc2c(N)cccc2c1=O. Reaction SMILES: [CH3:19][OH:20].[N+:1]([O-:2])(=[O:3])[c:4]1[c:5]2[cH:6][cH:7][n:8]([CH2:15][C:16](=[O:17])[NH2:18])[c:9](=[O:14])[c:10]2[cH:11][cH:12][cH:13]1.[Pd:21]>>[NH2:1][c:4]1[c:5]2[cH:6][cH:7][n:8]([CH2:15][C:16](=[O:17])[NH2:18])[c:9](=[O:14])[c:10]2[cH:11][cH:12][cH:13]1.